This data is from the Open Reaction Database (ORD), a public repository of structured organic reaction records. The task is: describe an organic reaction: reactants, conditions, products, and yield Starting materials: CCOC(C)=O, CCOc1cc(C#N)c(C#N)c(F)c1OCC, CCO, CO, O=[Pt]. Yields the product CCOc1cc2c(c(F)c1OCC)C(N)=NC2. As a reaction SMILES: [C:23]([O:24][CH2:25][CH3:26])(=[O:27])[CH3:28].[CH2:1]([CH3:2])[O:3][c:4]1[c:5]([F:17])[c:6]([C:15]#[N:16])[c:7]([C:8]#[N:9])[cH:10][c:11]1[O:12][CH2:13][CH3:14].[CH2:20]([OH:21])[CH3:22].[CH3:18][OH:19].[Pt:29]=[O:30]>>[CH2:1]([CH3:2])[O:3][c:4]1[c:5]([F:17])[c:6]2[c:7]([cH:10][c:11]1[O:12][CH2:13][CH3:14])[CH2:8][N:9]=[C:15]2[NH2:16]. RXN SMILES: [F:1][C:2]1[C:7]2[O:8][C:9]([CH3:14])([CH3:13])[C:10](=O)[NH:11][C:6]=2[CH:5]=[C:4]([N+:15]([O-:17])=[O:16])[CH:3]=1.P12(SP3(SP(SP(S3)(S1)=S)(=S)S2)=S)=[S:19]>C1COCC1>[F:1][C:2]1[C:7]2[O:8][C:9]([CH3:14])([CH3:13])[C:10](=[S:19])[NH:11][C:6]=2[CH:5]=[C:4]([N+:15]([O-:17])=[O:16])[CH:3]=1. Product: FC1=CC(=CC2=C1OC(C(N2)=S)(C)C)[N+](=O)[O-] (8-Fluoro-2,2-dimethyl-6-nitro-2H-benzo[b][1,4]oxazin-3(4H)-thione). Run in C1CCOC1 (THF). Reactants: FC1=CC(=CC2=C1OC(C(N2)=O)(C)C)[N+](=O)[O-] (8-Fluoro-2,2-dimethyl-6-nitro-2H-benzo[b][1,4]oxazin-3(4H)-one), P12(=S)SP3(=S)SP(=S)(S1)SP(=S)(S2)S3 (P2S5). Procedure: To a solution of 8-Fluoro-2,2-dimethyl-6-nitro-2H-benzo[b][1,4]oxazin-3(4H)-one (0.75 g, 3.1 mmol) in 25 ml anhydrous THF, P2S5 (2.8 g, 6.25 mmol) was added and the reaction mixture was heated to reflux for 12 hours. Analysis of LC-MS indicated the completion of the reaction. Volatiles were removed in vacuo and the crude reaction mixture was partitioned in EtOAc (100 ml) and saturated aqueous NH4Cl (100 ml). Layers were separated and the organic layer was washed (×2) with saturated aqueous NH4Cl... The yield is 69.0%. The reactants are O1CC1 (oxirane), FC1=CC=C(C=C1)CN1C(=NC2=C1C=CC=C2)NC2CCNCC2 (1-(4-fluorophenylmethyl)-N-(4-piperidinyl)-1H-benzimidazol-2-amine). Solvent: CO (methanol). Reaction conditions: temperature 50 celsius, time 4 hour. Product: 15, FC1=CC=C(C=C1)CN1C(=NC2=C1C=CC=C2)NC2CCN(CC2)CCO (4-[1-(4-fluorophenylmethyl)-1H-benzimidazol-2-ylamino]-1-piperidineethanol). Reaction SMILES: [O:1]1[CH2:3][CH2:2]1.[F:4][C:5]1[CH:10]=[CH:9][C:8]([CH2:11][N:12]2[C:16]3[CH:17]=[CH:18][CH:19]=[CH:20][C:15]=3[N:14]=[C:13]2[NH:21][CH:22]2[CH2:27][CH2:26][NH:25][CH2:24][CH2:23]2)=[CH:7][CH:6]=1>CO>[F:4][C:5]1[CH:10]=[CH:9][C:8]([CH2:11][N:12]2[C:16]3[CH:17]=[CH:18][CH:19]=[CH:20][C:15]=3[N:14]=[C:13]2[NH:21][CH:22]2[CH2:23][CH2:24][N:25]([CH2:3][CH2:2][OH:1])[CH2:26][CH2:27]2)=[CH:7][CH:6]=1. Reported procedure: A mixture of 9 parts of oxirane, 3.24 parts of 1-(4-fluorophenylmethyl)-N-(4-piperidinyl)-1H-benzimidazol-2-amine and 400 parts of methanol was stirred first overnight at room temperature and further for 4 hours at 50° C. The reaction mixture was evaporated. The residue was purified by column-chromatography over silica gel using a mixture of trichloromethane and methanol, saturated with ammonia, (95:5 by volume) as eluent. The pure fractions were collected and the eluent was evaporated. The resi... Yields the product COC(CC[C@@H](C)[C@H]1CC[C@H]2[C@@H]3[C@@H](C[C@@H]4C[C@H](CC[C@]4(C)[C@H]3C[C@@H]([C@]12C)O)N=[N+]=[N-])O)=O ((3β,5β,7α,12α)-3-azido-7,12-dihydroxy-cholan-24-oicacid methyl ester). Reactants: C1(=CC=CC=C1)P(C1=CC=CC=C1)C1=CC=CC=C1 (triphenylphosphine), CC(CCC(=O)OC)C1CCC2C1(C(CC3C2C(CC4C3(CCC(C4)O)C)O)O)C (cholic acid methyl ester), C1(=CC=CC=C1)P(C1=CC=CC=C1)C1=CC=CC=C1 (triphenylphosphine), C1(=CC=CC=C1)P(=O)(C1=CC=CC=C1)N=[N+]=[N-] (diphenylphosphorylazide). Procedure: A solution of 2.06 g of cholic acid methyl ester (marketed product) (4.87 mmol), 1.28 g of triphenylphosphine (4.88 mmol) and 1.70 g of diethylazadicarboxylate (0.76 mL, 4.88 mmol) in 50 ml of THF, at room temperature and under inert atmosphere, was added to a solution of 1.4 g of diphenylphosphorylazide (1.1 mL, 5.11 mmol) in 5 ml of THF during 15 minutes. After 24 hours at room temperature, 1 equivalent of diethylazadicarboxylate (0.76 mL, 4.88 mmol) and 1 equivalent of triphenylphosphine (1.2... Reaction conditions: time 24 hour. Isolated yield 73.3%. RXN SMILES: [CH3:1][CH:2]([CH:9]1[C:13]2([CH3:30])[CH:14]([OH:29])[CH2:15][CH:16]3[C:21]4([CH3:27])[CH2:22][CH2:23][CH:24](O)[CH2:25][CH:20]4[CH2:19][CH:18]([OH:28])[CH:17]3[CH:12]2[CH2:11][CH2:10]1)[CH2:3][CH2:4][C:5]([O:7][CH3:8])=[O:6].C1(P(C2C=CC=CC=2)C2C=CC=CC=2)C=CC=CC=1.C1(P([N:64]=[N+:65]=[N-:66])(C2C=CC=CC=2)=O)C=CC=CC=1>C1COCC1>[CH3:8][O:7][C:5](=[O:6])[CH2:4][CH2:3][C@H:2]([C@@H:9]1[C@:13]2([CH3:30])[C@H:12]([C@H:17]3[C@H:16]([CH2:15][C@@H:14]2[OH:29])[C@:21]2([CH3:27])[C@@H:20]([CH2:25][C@@H:24]([N:64]=[N+:65]=[N-:66])[CH2:23][CH2:22]2)[CH2:19][C@H:18]3[OH:28])[CH2:11][CH2:10]1)[CH3:1]. The solvent is C1CCOC1 (THF), C1CCOC1 (THF). The reactants are C=C1CCC(CC1)C(=O)OCC (ethyl 4-methylenecyclohexanecarboxylate), ClC(C(=O)[O-])(F)F.[Na+] (sodium 2-chloro-2,2-difluoroacetate). Run in COCCOCCOC (diglyme), COCCOCCOC (diglyme), C(Cl)Cl (DCM). Yields the product FC1(CC12CCC(CC2)C(=O)OCC)F (ethyl 1,1-difluorospiro[2.5]octane-6-carboxylate). Reaction SMILES: [CH2:1]=[C:2]1[CH2:7][CH2:6][CH:5]([C:8]([O:10][CH2:11][CH3:12])=[O:9])[CH2:4][CH2:3]1.Cl[C:14]([F:19])([F:18])C([O-])=O.[Na+]>COCCOCCOC.C(Cl)Cl>[F:18][C:14]1([F:19])[C:2]2([CH2:3][CH2:4][CH:5]([C:8]([O:10][CH2:11][CH3:12])=[O:9])[CH2:6][CH2:7]2)[CH2:1]1 |f:1.2|. Procedure: To a solution of ethyl 4-methylenecyclohexanecarboxylate (0.15 g, 0.892 mmol) in diglyme (3 mL) was added a solution of sodium 2-chloro-2,2-difluoroacetate (0.544 g, 3.57 mmol) in 5 ml of diglyme via syringe pump at 0.5 ml/h at 150° C. The reaction was cooled to rt, then diluted with DCM and washed with water, brine, dried over Na2SO4, filtered and concentrated. The residue was charged to a 40 g silica gel cartridge which was eluted with a 20 min gradient of 0-20% EtOAc in hexane to yield ethyl ... Starting materials: CCC1(O)CCNC1C(C)C, N#Cc1ccc(F)cc1C(F)(F)F, [Li+], [Li+], O=C([O-])[O-]. Yields the product CCC1(O)CCN(c2ccc(C#N)c(C(F)(F)F)c2)C1C(C)C. RXN SMILES: [CH2:1]([CH3:2])[C:3]1([OH:11])[CH:4]([CH:8]([CH3:9])[CH3:10])[NH:5][CH2:6][CH2:7]1.[F:12][c:13]1[cH:14][c:15]([C:21]([F:22])([F:23])[F:24])[c:16]([C:17]#[N:18])[cH:19][cH:20]1.[Li+:25].[Li+:26].[O-:27][C:28](=[O:29])[O-:30]>>[CH2:1]([CH3:2])[C:3]1([OH:11])[CH:4]([CH:8]([CH3:9])[CH3:10])[N:5]([c:13]2[cH:14][c:15]([C:21]([F:22])([F:23])[F:24])[c:16]([C:17]#[N:18])[cH:19][cH:20]2)[CH2:6][CH2:7]1. Reported procedure: Nickel(II) acetylacetonate has affected other cross-coupling reactions, however. Mitchell and Yan, Can. J. Chem., 58, 2584 (1980), reported yields of 35-60%, 3,3"-dichloro-2,2"-dimethyl-o-terphenyl in the cross-coupling of 3-chloro-2-methylphenylmagnesium chloride with o-dibromobenzene in tetrahydrofuran using equivalent amounts of the reactants and 6 mole percent nickel(II) acetylacetonate based on the Grignard reagent. Ibuki, et al., Bull. Chem. Soc. Japan, 53, 821 (1980), reported cross-coupl... As a reaction SMILES: [C:1]1([Mg]Br)[CH:6]=[CH:5][CH:4]=[CH:3][CH:2]=1.I[C:10]1[CH:15]=[CH:14][CH:13]=[CH:12][C:11]=1[C:16]1[CH:21]=[CH:20][CH:19]=[CH:18][CH:17]=1>C/C(/[O-])=C/C(C)=O.C/C(/[O-])=C/C(C)=O.[Ni+2]>[C:1]1([C:21]2[C:16]([C:11]3[CH:10]=[CH:15][CH:14]=[CH:13][CH:12]=3)=[CH:17][CH:18]=[CH:19][CH:20]=2)[CH:6]=[CH:5][CH:4]=[CH:3][CH:2]=1 |f:2.3.4|. The product is C1(=CC=CC=C1)C=1C(=CC=CC1)C1=CC=CC=C1 (o-terphenyl). The yield is 78.0%. Starting materials: Grignard reagent, C1(=CC=CC=C1)[Mg]Br (phenylmagnesium bromide), IC1=C(C=CC=C1)C1=CC=CC=C1 (2-iodobiphenyl). The reagents and catalysts are C/C(=C/C(=O)C)/[O-].C/C(=C/C(=O)C)/[O-].[Ni+2] (nickel(II) acetylacetonate). Starting materials: Cc1ccccc1, Nc1cccc(OCCOC2CCCCC2)c1, O=C(Cl)Cl. Yields the product O=C=Nc1cccc(OCCOC2CCCCC2)c1. RXN SMILES: [CH3:22][c:23]1[cH:24][cH:25][cH:26][cH:27][cH:28]1.[CH:1]1([O:7][CH2:8][CH2:9][O:10][c:11]2[cH:12][c:13]([NH2:14])[cH:15][cH:16][cH:17]2)[CH2:2][CH2:3][CH2:4][CH2:5][CH2:6]1.[Cl:18][C:19]([Cl:20])=[O:21]>>[CH:1]1([O:7][CH2:8][CH2:9][O:10][c:11]2[cH:12][c:13]([N:14]=[C:19]=[O:21])[cH:15][cH:16][cH:17]2)[CH2:2][CH2:3][CH2:4][CH2:5][CH2:6]1.